This data is from the Open Reaction Database (ORD), a public repository of structured organic reaction records. The task is: describe an organic reaction: reactants, conditions, products, and yield Run in ClCCl (dichloromethane). RXN SMILES: [C:1]([O:5][C:6]([C@H:8]([C@@H:18]([CH2:33][CH:34]([CH3:36])[CH3:35])[C:19]([NH:21][NH:22][C:23](=[O:32])[NH:24][CH2:25][C:26]1[CH:31]=[CH:30][CH:29]=[CH:28][CH:27]=1)=[O:20])[CH2:9]/[CH:10]=[CH:11]/[C:12]1[CH:17]=[CH:16][CH:15]=[CH:14][CH:13]=1)=[O:7])([CH3:4])([CH3:3])[CH3:2].N1C=CC=CC=1.[C:43](Cl)(=[O:47])[C:44](Cl)=[O:45]>ClCCl>[C:1]([O:5][C:6]([C@H:8]([C@@H:18]([CH2:33][CH:34]([CH3:36])[CH3:35])[C:19]([NH:21][N:22]1[C:44](=[O:45])[C:43](=[O:47])[N:24]([CH2:25][C:26]2[CH:31]=[CH:30][CH:29]=[CH:28][CH:27]=2)[C:23]1=[O:32])=[O:20])[CH2:9]/[CH:10]=[CH:11]/[C:12]1[CH:13]=[CH:14][CH:15]=[CH:16][CH:17]=1)=[O:7])([CH3:4])([CH3:3])[CH3:2]. Procedure details: A solution of 0.94 g of (E)-2(R)-[1(S)-(tert-butoxycarbonyl)-4-phenyl-3-butenyl]-2′-(benzyl)carbamoyl-4-methylvalerohydrazide in 10 ml of dichloromethane was cooled to 0° C. under a nitrogen atmosphere and treated with 0.4 ml of pyridine and 0.174 ml of oxalyl chloride. The mixture was stirred at 0° C. for 2 hours and then allowed to warm to room temperature overnight. The mixture was washed in sequence with 2M aqueous hydrogen chloride, water, 5% aqueous sodium hydrogen carbonate, and saturated... Yields the product C(C)(C)(C)OC(=O)[C@@H](C\C=C\C1=CC=CC=C1)[C@H](C(=O)NN1C(N(C(C1=O)=O)CC1=CC=CC=C1)=O)CC(C)C ((E)-2(R)-[1(S)-(tert-butoxycarbonyl)-4-phenyl-3-butenyl]-N-(3-benzyl-2,4,5-trioxo-1-imidazolidinyl]-4-methylvaleramide). Conditions: temperature 0 celsius, time 2 hour. Reactants: N1=CC=CC=C1 (pyridine), C(C(=O)Cl)(=O)Cl (oxalyl chloride), C(C)(C)(C)OC(=O)[C@@H](C\C=C\C1=CC=CC=C1)[C@H](C(=O)NNC(NCC1=CC=CC=C1)=O)CC(C)C ((E)-2(R)-[1(S)-(tert-butoxycarbonyl)-4-phenyl-3-butenyl]-2′-(benzyl)carbamoyl-4-methylvalerohydrazide). Reactants: ClC=1C=C(N)C=CC1Cl (3,4-dichloroaniline), [N-]=C=O (isocyanate), ClC1=CC=C(C=C1)N=C=O (4-chlorophenyl isocyanate). Solvent: C(Cl)(Cl)Cl (chloroform). Run at time 16 hour. Yields the product C1=CC(=CC=C1NC(=O)NC2=CC(=C(C=C2)Cl)Cl)Cl (Trichlorocarbanilide). As a reaction SMILES: [Cl:1][C:2]1[CH:3]=[C:4]([CH:6]=[CH:7][C:8]=1[Cl:9])[NH2:5].[N-]=C=O.[Cl:13][C:14]1[CH:19]=[CH:18][C:17]([N:20]=[C:21]=[O:22])=[CH:16][CH:15]=1>C(Cl)(Cl)Cl>[CH:16]1[C:17]([NH:20][C:21]([NH:5][C:4]2[CH:6]=[CH:7][C:8]([Cl:9])=[C:2]([Cl:1])[CH:3]=2)=[O:22])=[CH:18][CH:19]=[C:14]([Cl:13])[CH:15]=1. Procedure details: A cold solution of 3,4-dichloroaniline (13.2 parts) in chloroform 75 parts was added to the isocyanate solution from A (120 parts containing 7.5 parts of 4-chlorophenyl isocyanate). The mixture was stirred at room temperature for 16 hours, then the solid filtered off, washed with chloroform and dried. Starting materials: IC=1C=C2CNC(N(C2=CC1)C)=O (6-iodo-1-methyl-2-oxo-1,2,3,4-tetrahydroquinazoline), [Si](C)(C)(C(C)(C)C)O[C@]1(C[C@@H](OCC1)C)C1=CC(=CC=C1)S ((2S,4R)-4-(tert-butyldimethylsilyloxy)-4-(3-mercaptophenyl)-2methyltetrahydropyran). Isolated yield 41.0%. As a reaction SMILES: I[C:2]1[CH:3]=[C:4]2[C:9](=[CH:10][CH:11]=1)[N:8]([CH3:12])[C:7](=[O:13])[NH:6][CH2:5]2.[Si:14]([O:21][C@:22]1([C:29]2[CH:34]=[CH:33][CH:32]=[C:31]([SH:35])[CH:30]=2)[CH2:27][CH2:26][O:25][C@@H:24]([CH3:28])[CH2:23]1)([C:17]([CH3:20])([CH3:19])[CH3:18])([CH3:16])[CH3:15]>>[Si:14]([O:21][C@:22]1([C:29]2[CH:34]=[CH:33][CH:32]=[C:31]([S:35][C:2]3[CH:3]=[C:4]4[C:9](=[CH:10][CH:11]=3)[N:8]([CH3:12])[C:7](=[O:13])[NH:6][CH2:5]4)[CH:30]=2)[CH2:27][CH2:26][O:25][C@@H:24]([CH3:28])[CH2:23]1)([C:17]([CH3:20])([CH3:18])[CH3:19])([CH3:16])[CH3:15]. The product is [Si](C)(C)(C(C)(C)C)O[C@]1(C[C@@H](OCC1)C)C1=CC(=CC=C1)SC=1C=C2CNC(N(C2=CC1)C)=O ((2S,4R)-4-(tert-butyldimethylsilyloxy)2-methyl-4-[3-(1-methyl-2-oxo-1,2,3,4-tetrahydroquinazolin-6-ylthio)phenyl]tetrahydropyran). Procedure: using an analogous procedure to that described in Example 5, 6-iodo-1-methyl-2-oxo-1,2,3,4-tetrahydroquinazoline was reacted with (2S,4R)-4-(tert-butyldimethylsilyloxy)-4-(3-mercaptophenyl)-2methyltetrahydropyran to give (2S,4R)-4-(tert-butyldimethylsilyloxy)2-methyl-4-[3-(1-methyl-2-oxo-1,2,3,4-tetrahydroquinazolin-6-ylthio)phenyl]tetrahydropyran in 41% yield as a foam. A mixture of the material so formed (0.12 g) and tetrabutylammonium fluoride (1M in THF, 5 ml) was stirred and heated to reflu...